Dataset: the Open Reaction Database (ORD), a public repository of structured organic reaction records. Task: describe an organic reaction: reactants, conditions, products, and yield Starting materials: ClC1=NC=C(C(=O)NC)C(=C1)C1=C(C=CC=C1)C (6-chloro-N-methyl-4-o-tolyl-nicotinamide), N1CCOCC1 (morpholine), C(C)N(C(C)C)C(C)C (N-ethyldiisopropylamine). Reagents/catalysts: CN(C)C1=CC=NC=C1 (4-(N,N-dimethylamino)-pyridine). Run in C(C)(=O)OCC (ethyl acetate). The product is CNC(C1=CN=C(C=C1C1=C(C=CC=C1)C)N1CCOCC1)=O (N-Methyl-6-morpholin-4-yl-4-o-tolyl-nicotinamide). Yield: 92.8%. Reaction SMILES: Cl[C:2]1[CH:11]=[C:10]([C:12]2[CH:17]=[CH:16][CH:15]=[CH:14][C:13]=2[CH3:18])[C:5]([C:6]([NH:8][CH3:9])=[O:7])=[CH:4][N:3]=1.[NH:19]1[CH2:24][CH2:23][O:22][CH2:21][CH2:20]1.C(N(C(C)C)C(C)C)C>CN(C1C=CN=CC=1)C.C(OCC)(=O)C>[CH3:9][NH:8][C:6](=[O:7])[C:5]1[C:10]([C:12]2[CH:17]=[CH:16][CH:15]=[CH:14][C:13]=2[CH3:18])=[CH:11][C:2]([N:19]2[CH2:24][CH2:23][O:22][CH2:21][CH2:20]2)=[N:3][CH:4]=1. Procedure: A mixture of 1.00 g (3.84 mmol) 6-chloro-N-methyl-4-o-tolyl-nicotinamide, 0.37 ml (4.22 mmol) morpholine, 2.0 ml (12 mmol) N-ethyldiisopropylamine and a catalytic amount of 4-(N,N-dimethylamino)-pyridine was heated at 100° C. over night. After cooling to room temperature the mixture was dissolved in ethyl acetate and washed with two portions of water. The combined aqueous layers were extracted with 3 portions of dichloromethane. Drying with sodium sulfate and concentration gave 1.23 g of the cru... The reactants are CC#N, CCN(C(C)C)C(C)C, Cn1ncc([N+](=O)[O-])c1Cl, Cl, Cl, C1CC2NCCOC2CCN1, O. The product is Cn1ncc([N+](=O)[O-])c1N1CCC2NCCOC2CC1. As a reaction SMILES: [CH3:33][C:34]#[N:35].[CH:24]([N:25]([CH2:26][CH3:27])[CH:28]([CH3:29])[CH3:30])([CH3:31])[CH3:32].[Cl:14][c:15]1[c:16]([N+:21](=[O:22])[O-:23])[cH:17][n:18][n:19]1[CH3:20].[ClH:1].[ClH:2].[O:3]1[CH2:4][CH2:5][NH:6][CH:7]2[CH:8]1[CH2:9][CH2:10][NH:11][CH2:12][CH2:13]2.[OH2:36]>>[O:3]1[CH2:4][CH2:5][NH:6][CH:7]2[CH:8]1[CH2:9][CH2:10][N:11]([c:15]1[c:16]([N+:21](=[O:22])[O-:23])[cH:17][n:18][n:19]1[CH3:20])[CH2:12][CH2:13]2.